Dataset: the Open Reaction Database (ORD), a public repository of structured organic reaction records. Task: describe an organic reaction: reactants, conditions, products, and yield Starting materials: CC=1NC2=CC=C(C=C2C1)C (2,5-dimethylindole), ClC1=CC(=NC2=C(C=CC=C12)C)C (4-chloro-2,8-dimethylquinoline). The product is Cl.CC=1NC2=CC=C(C=C2C1C1=CC(=NC2=C(C=CC=C12)C)C)C (4-(2,5-Dimethyl-1H-indol-3-yl)-2,8-dimethylquinoline, hydrochloride). Reaction SMILES: [CH3:1][C:2]1[NH:3][C:4]2[C:9]([CH:10]=1)=[CH:8][C:7]([CH3:11])=[CH:6][CH:5]=2.[Cl:12][C:13]1[C:22]2[C:17](=[C:18]([CH3:23])[CH:19]=[CH:20][CH:21]=2)[N:16]=[C:15]([CH3:24])[CH:14]=1>>[ClH:12].[CH3:1][C:2]1[NH:3][C:4]2[C:9]([C:10]=1[C:13]1[C:22]3[C:17](=[C:18]([CH3:23])[CH:19]=[CH:20][CH:21]=3)[N:16]=[C:15]([CH3:24])[CH:14]=1)=[CH:8][C:7]([CH3:11])=[CH:6][CH:5]=2 |f:2.3|. Procedure: The sub-title compound was prepared by the method of Example 15 step a, using 2,5-dimethylindole and 4-chloro-2,8-dimethylquinoline. The reactants are CCCCCCCCCCCCOCCOCCOCCOCCOCCOCCOCCOCCOCCO (Polidocanol), C(C(O)C)(=O)OCC (ethyl lactate), C([O-])(O)=O.[Na+] (sodium bicarbonate), C(C(O)C)(=O)OCC (Ethyl lactate). Conditions: time 8 hour. The product is CCCCCCCCCCCCOCCOCCOCCOCCOCCOCCOCCOCCOCCO.C(C(O)C)(=O)[O-] (Polidocanol lactate). Isolated yield 80.2%. As a reaction SMILES: [CH3:1][CH2:2][CH2:3][CH2:4][CH2:5][CH2:6][CH2:7][CH2:8][CH2:9][CH2:10][CH2:11][CH2:12][O:13][CH2:14][CH2:15][O:16][CH2:17][CH2:18][O:19][CH2:20][CH2:21][O:22][CH2:23][CH2:24][O:25][CH2:26][CH2:27][O:28][CH2:29][CH2:30][O:31][CH2:32][CH2:33][O:34][CH2:35][CH2:36][O:37][CH2:38][CH2:39][OH:40].[C:41]([O:46]CC)(=[O:45])[CH:42]([CH3:44])[OH:43].C(=O)(O)[O-].[Na+]>>[CH3:1][CH2:2][CH2:3][CH2:4][CH2:5][CH2:6][CH2:7][CH2:8][CH2:9][CH2:10][CH2:11][CH2:12][O:13][CH2:14][CH2:15][O:16][CH2:17][CH2:18][O:19][CH2:20][CH2:21][O:22][CH2:23][CH2:24][O:25][CH2:26][CH2:27][O:28][CH2:29][CH2:30][O:31][CH2:32][CH2:33][O:34][CH2:35][CH2:36][O:37][CH2:38][CH2:39][OH:40].[C:41]([O-:46])(=[O:45])[CH:42]([CH3:44])[OH:43] |f:2.3,4.5|. Procedure: Polidocanol 41.32 g (70.9 mmol) Polidocanol, 21.07 g (178.4 mmol) ethyl lactate, 4.64 g Novozyme 435 and 1.00 g (11.9 mmol) sodium bicarbonate were added to a 100 mL 1-neck round bottom flask. The flask was then fitted to a rotary evaporator with the bath temperature set at 62° C. The pressure was slowly reduced to 15 mmHg under moderate rotation and the reaction mixture was held for 8 hours. Ethyl lactate (5.79 g, 49.0 mmol) was added to replenish the amount removed by distillation and the mixt... Product: C(#N)C1=CC=C(C=C1)C1=C(C=CC=C1)SC(C(=O)O)(C)C (2-(4′-cyanobiphenyl-2-ylthio)-2-methylpropanoic acid). Conditions: temperature 60 celsius, time 12 hour. Reaction SMILES: [C:1]([C:3]1[CH:8]=[CH:7][C:6]([C:9]2[CH:14]=[CH:13][CH:12]=[CH:11][C:10]=2[S:15][C:16]([CH3:23])([CH3:22])[C:17]([O:19]CC)=[O:18])=[CH:5][CH:4]=1)#[N:2].[OH-].[Na+]>CO>[C:1]([C:3]1[CH:4]=[CH:5][C:6]([C:9]2[CH:14]=[CH:13][CH:12]=[CH:11][C:10]=2[S:15][C:16]([CH3:23])([CH3:22])[C:17]([OH:19])=[O:18])=[CH:7][CH:8]=1)#[N:2] |f:1.2|. Starting materials: C(#N)C1=CC=C(C=C1)C1=C(C=CC=C1)SC(C(=O)OCC)(C)C (ethyl 2-(4′-cyanobiphenyl-2-ylthio)-2-methylpropanoate), [OH-].[Na+] (sodium hydroxide). Reported procedure: A mixture of ethyl 2-(4′-cyanobiphenyl-2-ylthio)-2-methylpropanoate (93 mg, 0.286 mmol) and aqueous sodium hydroxide solution (1 M, 2 mL) in methanol (4 mL) was stirred at 60° C. for 12 hours. The reaction mixture was concentrated to remove methanol, acidified and filtered to obtain a white powder, which was purified by chromatography to yield 2-(4′-cyanobiphenyl-2-ylthio)-2-methylpropanoic acid (38.1 mg, 45%). By-product 2-(4′-carbamoylbiphenyl)-2-ylthio)-2-methylpropanoic acid (38.4 g) was als... Run in CO (methanol). Yield: 44.8%. The reactants are CCc1nc(Br)c(CO)[nH]1, CN(C)C=O. Product: CCc1nc(C=O)c(Br)[nH]1. As a reaction SMILES: [Br:1][c:2]1[n:3][c:4]([CH2:9][CH3:10])[nH:5][c:6]1[CH2:7][OH:8].[CH3:11][N:12]([CH3:13])[CH:14]=[O:15]>>[Br:1][c:2]1[nH:3][c:4]([CH2:9][CH3:10])[n:5][c:6]1[CH:7]=[O:8]. The reactants are ClC1=CC=C(N=N1)O[C@H]1CN2CCC1CC2 ((3R)-3-[(6-Chloropyridazin-3-yl)oxy]quinuclidine), CC1(OB(OC1(C)C)C=1C=C2C=C(NC2=CC1)C(F)(F)F)C (5-(4,4,5,5-Tetramethyl-[1,3,2]dioxaborolan-2-yl)-2-trifluoromethyl-1H-indole), N (NH3). Product: FC(C=1NC2=CC=C(C=C2C1)C1=CC=C(N=N1)O[C@H]1CN2CCC1CC2)(F)F ((3R)-3-[6-(2-Trifluoromethyl-1H-indol-5-yl)-pyridazin-3-yloxy]-1-aza-bicyclo[2.2.2]octane). As a reaction SMILES: Cl[C:2]1[N:7]=[N:6][C:5]([O:8][C@@H:9]2[CH:14]3[CH2:15][CH2:16][N:11]([CH2:12][CH2:13]3)[CH2:10]2)=[CH:4][CH:3]=1.CC1(C)C(C)(C)OB([C:25]2[CH:26]=[C:27]3[C:31](=[CH:32][CH:33]=2)[NH:30][C:29]([C:34]([F:37])([F:36])[F:35])=[CH:28]3)O1.N>>[F:37][C:34]([F:35])([F:36])[C:29]1[NH:30][C:31]2[C:27]([CH:28]=1)=[CH:26][C:25]([C:2]1[N:7]=[N:6][C:5]([O:8][C@@H:9]3[CH:14]4[CH2:15][CH2:16][N:11]([CH2:12][CH2:13]4)[CH2:10]3)=[CH:4][CH:3]=1)=[CH:33][CH:32]=2. Procedure: The product of Example 9A (198 mg, 0.826 mmol) was coupled with the product of Example 48A (345 mg, 1.11 mmol) according to the procedure of Example 26B. The title product was purified by preparative HPLC (column: Xterra™ RP-18, 5 μm, 30×100 mm; eluting solvent, NH4HCO3—NH4OH/H2O (PH=10), (v. 90/10 to 10/90 over 20 min.); flow rate, 40 mL/min.; uv, 254 nm) to provide a solid (79.7 mg, yield, 24.8%). 1H NMR (300 MHz, CD3OD) δ 1.50-1.93 (m, 3H) 1.99-2.15 (m, 1H) 2.29-2.37 (m, 1H) 2.78-3.05 (m, 5H)... The reactants are C(C)(C)C1=C(N)C(=CC=C1)C(C)C (2,6-Diisopropylaniline), C(CC)(=O)C1=CC=CC=C1 (propiophenone), CC=1C=CC(=CC1)S(=O)(=O)O (p-TsOH). Run in hexanes. Run at temperature 205 celsius. The product is C(C)(C)C1=C(C(=CC=C1)C(C)C)N=C(CC)C1=CC=CC=C1 (Propiophenone 2,6-Diisopropylphenylimine). Yield: 73.3%. As a reaction SMILES: [CH:1]([C:4]1[CH:10]=[CH:9][CH:8]=[C:7]([CH:11]([CH3:13])[CH3:12])[C:5]=1[NH2:6])([CH3:3])[CH3:2].[C:14]([C:18]1[CH:23]=[CH:22][CH:21]=[CH:20][CH:19]=1)(=O)[CH2:15][CH3:16].CC1C=CC(S(O)(=O)=O)=CC=1>>[CH:11]([C:7]1[CH:8]=[CH:9][CH:10]=[C:4]([CH:1]([CH3:3])[CH3:2])[C:5]=1[N:6]=[C:14]([C:18]1[CH:23]=[CH:22][CH:21]=[CH:20][CH:19]=1)[CH2:15][CH3:16])([CH3:13])[CH3:12]. Procedure: 2,6-Diisopropylaniline (3.8 mL, 20 mmol, Aldrich) was mixed with propiophenone (2.7 mL, 20 mmol, Aldrich) and p-TsOH (0.4 g, 2.1 mmol, Aldrich). The resulting mixture was heated at 205° C. for 1.5 h under a slow stream of Ar to remove H2O that formed. After cooling to RT the reaction mixture was poured into hexanes (50 mL), filtered, the precipitate was washed with additional hexanes (2×20 mL) followed by the evaporation of the filtrate and distillation of the residue. After the initial fraction... The product is O1CCCC2=CC(=CC=C12)C1=C2C(=NC(=C1CO)C)NC=C2 ((4-(chroman-6-yl)-6-methyl-1 H-pyrrolo[2,3-b]pyridin-5-yl)methanol). The solvent is CCOC(=O)C (EtOAc), O1CCCC1 (tetrahydrofuran). RXN SMILES: [O:1]1[C:10]2[C:5](=[CH:6][C:7]([C:11]3[C:16]([C:17](OC)=[O:18])=[C:15]([CH3:21])[N:14]=[C:13]4[NH:22][CH:23]=[CH:24][C:12]=34)=[CH:8][CH:9]=2)[CH2:4][CH2:3][CH2:2]1.[H-].[H-].[H-].[H-].[Li+].[Al+3].O.[OH-].[Na+]>O1CCCC1.CCOC(C)=O>[O:1]1[C:10]2[C:5](=[CH:6][C:7]([C:11]3[C:16]([CH2:17][OH:18])=[C:15]([CH3:21])[N:14]=[C:13]4[NH:22][CH:23]=[CH:24][C:12]=34)=[CH:8][CH:9]=2)[CH2:4][CH2:3][CH2:2]1 |f:1.2.3.4.5.6,8.9|. Reactants: ice, O (water), O1CCCC2=CC(=CC=C12)C1=C2C(=NC(=C1C(=O)OC)C)NC=C2 (methyl 4-(chroman-6-yl)-6-methyl-1H-pyrrolo[2,3-b]pyridine-5-carboxylate), [OH-].[Na+] (NaOH), [H-].[H-].[H-].[H-].[Li+].[Al+3] (LAH), O (water). Procedure: An ice cooled mixture of methyl 4-(chroman-6-yl)-6-methyl-1H-pyrrolo[2,3-b]pyridine-5-carboxylate (519 mg, 90%, 1.449 mmol) in tetrahydrofuran (THF) (10 mL) was treated with LAH (4.35 mL, 4.35 mmol) (2:00 pm) and the mixture was stirred overnight at ambient temperature. The reaction mixture was cooled to 0° C. Added water (160 uL) then stirred several minutes. Then, 15% NaOH (160 uL) was added and stirred several minutes. Finally, added water (480 uL) and stirred 5 minutes. The mixture was dilut... Conditions: time 8 hour.